describe an organic reaction: reactants, conditions, products, and yield From a dataset of the Open Reaction Database (ORD), a public repository of structured organic reaction records. Reactants: N1=CC=C(C=C1)N1CCC(C(=O)OCC)CC1 (Ethyl N-pyridin-4-ylisonipecotate), [Li+].[OH-] (LiOH), O (H2O). The solvent is C1CCOC1 (THF). Conditions: temperature 0 celsius. Yields the product N1=CC=C(C=C1)N1CCC(C(=O)O)CC1 (N-Pyridin-4-ylisonipecotic acid). Reaction SMILES: [N:1]1[CH:6]=[CH:5][C:4]([N:7]2[CH2:17][CH2:16][CH:10]([C:11]([O:13]CC)=[O:12])[CH2:9][CH2:8]2)=[CH:3][CH:2]=1.[Li+].[OH-].O>C1COCC1>[N:1]1[CH:2]=[CH:3][C:4]([N:7]2[CH2:17][CH2:16][CH:10]([C:11]([OH:13])=[O:12])[CH2:9][CH2:8]2)=[CH:5][CH:6]=1 |f:1.2|. Procedure details: A solution of ester 21-1 (10 g, 42.7 mmol) in THF (50 mL) was treated with 1N LiOH (47 mL, 47.0 mmol) and H2O (50 mL). The resulting solution was concentrated and the aqueous residue cooled to 0° C., then adjusted to pH≈6 with 1N HCl and the resulting solid 21-2, collected by filtration. The reactants are COC1=CC=C(C=C1)N1N=C(C=C1C1=CC=C(C=C1)S(=O)(=O)C)C(=O)OCC (ethyl 1-(4-methoxyphenyl)-5-[4-(methylsulfonyl)phenyl]pyrazole-3-carboxylate), I (hydriodic acid). Solvent: C(C)(=O)O (acetic acid). Product: OC1=CC=C(C=C1)N1N=C(C=C1C1=CC=C(C=C1)S(=O)(=O)C)C(=O)O (1-(4-hydroxyphenyl)-5-[4-(methylsulfonyl)phenyl]pyrazole-3-carboxylic acid). Isolated yield 48.0%. RXN SMILES: C[O:2][C:3]1[CH:8]=[CH:7][C:6]([N:9]2[C:13]([C:14]3[CH:19]=[CH:18][C:17]([S:20]([CH3:23])(=[O:22])=[O:21])=[CH:16][CH:15]=3)=[CH:12][C:11]([C:24]([O:26]CC)=[O:25])=[N:10]2)=[CH:5][CH:4]=1.I>C(O)(=O)C>[OH:2][C:3]1[CH:8]=[CH:7][C:6]([N:9]2[C:13]([C:14]3[CH:15]=[CH:16][C:17]([S:20]([CH3:23])(=[O:22])=[O:21])=[CH:18][CH:19]=3)=[CH:12][C:11]([C:24]([OH:26])=[O:25])=[N:10]2)=[CH:5][CH:4]=1. Procedure details: A mixture of ethyl 1-(4-methoxyphenyl)-5-[4-(methylsulfonyl)phenyl]pyrazole-3-carboxylate (2 g) and hydriodic acid (57%, 5 ml) in acetic acid (10 ml) was refluxed for 5 hours. The reaction mixture was concentrated and the residue was triturated in an aqueous solution of sodium bisulfite giving a powder. This crude powder was purified by column chromatography on silica gel (80 g) eluting with a mixture of chloroform and methanol to give a powder of 1-(4-hydroxyphenyl)-5-[4-(methylsulfonyl)phenyl]... The reactants are [OH-].[Na+] (NaOH), C(=O)(C(F)(F)F)O (TFA), methyl ester, intermediate 52, COC([C@@H](NC(=O)OC(C)(C)C)CC1=CC=C(C=C1)O)=O (N-(Boc)-L-Tyrosine methyl ester), C(C)C1=C(N=C(O1)C1=CC=CC=C1)CCCO (3-[5-ethyl-2-phenyl-1,3-oxazol-4-yl]propanol), C(=O)(C(F)(F)F)O (TFA), intermediate 60. Solvent: O (water). Yields the product N[C@H](C(=O)O)CC1=CC=C(C=C1)OCCCC=1N=C(OC1CC)C1=CC=CC=C1 ((2S)-2-amino-3-{4-[3-(5-ethyl-2-phenyl-1,3-oxazol-4-yl)propoxy]phenyl}propanoic acid), intermediate 60. Yield: 79.0%. Reaction SMILES: C[O:2][C:3](=[O:21])[C@H:4]([CH2:13][C:14]1[CH:19]=[CH:18][C:17]([OH:20])=[CH:16][CH:15]=1)[NH:5]C(OC(C)(C)C)=O.[CH2:22]([C:24]1[O:28][C:27]([C:29]2[CH:34]=[CH:33][CH:32]=[CH:31][CH:30]=2)=[N:26][C:25]=1[CH2:35][CH2:36][CH2:37]O)[CH3:23].C(O)(C(F)(F)F)=O.[OH-].[Na+]>O>[NH2:5][C@@H:4]([CH2:13][C:14]1[CH:15]=[CH:16][C:17]([O:20][CH2:37][CH2:36][CH2:35][C:25]2[N:26]=[C:27]([C:29]3[CH:30]=[CH:31][CH:32]=[CH:33][CH:34]=3)[O:28][C:24]=2[CH2:22][CH3:23])=[CH:18][CH:19]=1)[C:3]([OH:2])=[O:21] |f:3.4|. Procedure details: Intermediate 60 was prepared as described above for the preparation of intermediate 52. From 266 mg of N-(Boc)-L-Tyrosine methyl ester and 208 mg of Intermediate 8F was prepared 360 mg of BOC-protected intermediate methyl ester (79% yield; 1H NMR (CDCl3, 300 MHz) δ8.06-8.03 (m, 2H), 7.46-7.44 (m, 3H), 7.04 (d, 2H, J=8.4), 6.85 (d, 2H, J=8.4), 4.97 (d, 1H, J=7.6), 4.57 (m, 1H), 3.99 (t, 2H, J=6.0), 3.74 (s, 3H), 3.05 (m, 2H), 2.77-2.65 (m, 4H), 2.19 (t, 2H, J=6.6), 1.45 (s, 9H), 1.24 (t, 3H, J=7.... The reactants are BrC1=C(CN2C=CC3=CC(=CC=C23)C(=O)O)C=CC=C1 (1-(2-bromobenzyl)-1H-indole-5-carboxylic acid), C(C)OC(=O)C1=CC=C(C=C1)B(O)O ((4-(ethoxycarbonyl)phenyl)boronic acid). Product: C(C)OC(=O)C1=CC=C(C=C1)C1=C(C=CC=C1)CN1C=CC2=CC(=CC=C12)C(=O)O (1-((4′-(Ethoxycarbonyl)-[1,1′-biphenyl]-2-yl)methyl)-1H-indole-5-carboxylic acid). Reaction SMILES: Br[C:2]1[CH:20]=[CH:19][CH:18]=[CH:17][C:3]=1[CH2:4][N:5]1[C:13]2[C:8](=[CH:9][C:10]([C:14]([OH:16])=[O:15])=[CH:11][CH:12]=2)[CH:7]=[CH:6]1.[CH2:21]([O:23][C:24]([C:26]1[CH:31]=[CH:30][C:29](B(O)O)=[CH:28][CH:27]=1)=[O:25])[CH3:22]>>[CH2:21]([O:23][C:24]([C:26]1[CH:31]=[CH:30][C:29]([C:2]2[CH:20]=[CH:19][CH:18]=[CH:17][C:3]=2[CH2:4][N:5]2[C:13]3[C:8](=[CH:9][C:10]([C:14]([OH:16])=[O:15])=[CH:11][CH:12]=3)[CH:7]=[CH:6]2)=[CH:28][CH:27]=1)=[O:25])[CH3:22]. Reported procedure: The title compound was prepared following the same protocol as described in Step 5, Example 38, using 1-(2-bromobenzyl)-1H-indole-5-carboxylic acid instead of the (S)-1-(4-bromobenzyl)-N-(1-(4-nitrophenyl)ethyl)-1H-indole-5-carboxamide and the (4-(ethoxycarbonyl)phenyl)boronic acid instead of the phenylboronic acid. ESI-MS (m/z): 400 [M+H]+. Reactants: C(C)OC(C(CC1=CC=C(C=C1)S)(C)C)=O (3-(4-mercaptophenyl)-2,2-dimethylpropionic acid ethyl ester), BrC1=C(C=CC=C1)S(=O)(=O)C1=CC=C(C=C1)C(C(F)(F)F)(C)O (2-[4-(2-bromobenzenesulfonyl)phenyl]-1,1,1-trifluoropropan-2-ol). Product: C1(CC1)C1=C(C=CC=C1)S(=O)(=O)C1=CC=C(C=C1)[C@](C(F)(F)F)(C)O ((S)-2-[4-(2-Cyclopropylbenzenesulfonyl)phenyl]-1,1,1-trifluoro-propan-2-ol). RXN SMILES: C(O[C:4](=O)[C:5]([CH3:15])(C)CC1C=CC(S)=CC=1)C.Br[C:18]1[CH:23]=[CH:22][CH:21]=[CH:20][C:19]=1[S:24]([C:27]1[CH:32]=[CH:31][C:30]([C:33]([OH:39])([CH3:38])[C:34]([F:37])([F:36])[F:35])=[CH:29][CH:28]=1)(=[O:26])=[O:25]>>[CH:15]1([C:18]2[CH:23]=[CH:22][CH:21]=[CH:20][C:19]=2[S:24]([C:27]2[CH:32]=[CH:31][C:30]([C@@:33]([OH:39])([CH3:38])[C:34]([F:37])([F:36])[F:35])=[CH:29][CH:28]=2)(=[O:26])=[O:25])[CH2:5][CH2:4]1. Procedure: Using the methods described above in Example 12, but substituting 2-Bromo-benzenethiol for 3-(4-mercaptophenyl)-2,2-dimethylpropionic acid ethyl ester in step a, 2-[4-(2-bromobenzenesulfonyl)phenyl]-1,1,1-trifluoropropan-2-ol was prepared. The reactants are CC(C)(C)N1CC(C(=O)O)C(c2ccc(Cl)cc2)C1, COCC(C)(C)C(=O)N(C1CCC(C)(C)CC1)C1CCNC1. The product is COCC(C)(C)C(=O)N(C1CCC(C)(C)CC1)C1CCN(C(=O)C2CN(C(C)(C)C)CC2c2ccc(Cl)cc2)C1. RXN SMILES: [C:23]([CH3:24])([CH3:25])([CH3:26])[N:27]1[CH2:28][CH:29]([C:39](=[O:40])[OH:41])[CH:30]([c:32]2[cH:33][cH:34][c:35]([Cl:38])[cH:36][cH:37]2)[CH2:31]1.[CH3:1][C:2]1([CH3:22])[CH2:3][CH2:4][CH:5]([N:8]([C:9]([C:10]([CH2:11][O:12][CH3:13])([CH3:14])[CH3:15])=[O:16])[CH:17]2[CH2:18][NH:19][CH2:20][CH2:21]2)[CH2:6][CH2:7]1>>[CH3:1][C:2]1([CH3:22])[CH2:3][CH2:4][CH:5]([N:8]([C:9]([C:10]([CH2:11][O:12][CH3:13])([CH3:14])[CH3:15])=[O:16])[CH:17]2[CH2:18][N:19]([C:39]([CH:29]3[CH2:28][N:27]([C:23]([CH3:24])([CH3:25])[CH3:26])[CH2:31][CH:30]3[c:32]3[cH:33][cH:34][c:35]([Cl:38])[cH:36][cH:37]3)=[O:40])[CH2:20][CH2:21]2)[CH2:6][CH2:7]1.